From a dataset of the Open Reaction Database (ORD), a public repository of structured organic reaction records. describe an organic reaction: reactants, conditions, products, and yield Procedure: To a solution of methyl 4-amino-1H-indole-6-carboxylate (D201) (900 mg, 4,74 mmol, 1 equiv) in DMF (25 ml) at room temperature was added NaH (60% dispersion in mineral oil, 200 mg, 5 mmol, 1.05 equiv) and after 15 min ethyl iodide (400 μl, 5 mmol, 1.05 equiv). The resulting mixture was stirred for 30 min then most of the solvent was removed in vacuo. The residue was diluted with AcOEt and the organic phase was washed with a 2N aqueous HCl solution, dried over MgSO4 and concentrated in vacuo. Pur... RXN SMILES: [NH2:1][C:2]1[CH:10]=[C:9]([C:11]([O:13][CH3:14])=[O:12])[CH:8]=[C:7]2[C:3]=1[CH:4]=[CH:5][NH:6]2.[H-].[Na+].[CH2:17](I)[CH3:18].[ClH:20]>CN(C=O)C.CCOCC>[ClH:20].[NH2:1][C:2]1[CH:10]=[C:9]([C:11]([O:13][CH3:14])=[O:12])[CH:8]=[C:7]2[C:3]=1[CH:4]=[CH:5][N:6]2[CH2:17][CH3:18] |f:1.2,7.8|. Starting materials: NC1=C2C=CNC2=CC(=C1)C(=O)OC (methyl 4-amino-1H-indole-6-carboxylate), [H-].[Na+] (NaH), Cl (HCl), C(C)I (ethyl iodide). The yield is 66.0%. Run in CN(C)C=O (DMF), CCOCC (Et2O), CCOCC (Et2O). Yields the product Cl.NC1=C2C=CN(C2=CC(=C1)C(=O)OC)CC (methyl 4-amino-1-ethyl-1H-indole-6-carboxylate hydrochloride salt). Conditions: time 30 minute. Starting materials: BrC=1C=C(C=CC1)C1=NC2=CC(=CC(=C2C(N1)=O)OC)OC (2-(3-bromo-phenyl)-5,7-dimethoxy-3H-quinazolin-4-one), C(C)(C)N1CCNCC1 (1-isopropyl-piperazine), CC(C)([O-])C.[K+] (potassium t-butoxide), C1(=CC=CC=C1)P(C1=C(C2=CC=CC=C2C=C1)C1=C(C=CC2=CC=CC=C12)P(C1=CC=CC=C1)C1=CC=CC=C1)C1=CC=CC=C1 (2,2′-bis(diphenylphosphino)-1,1′-binaphthyl). The reagents and catalysts are C=1C=CC(=CC1)/C=C/C(=O)/C=C/C2=CC=CC=C2.C=1C=CC(=CC1)/C=C/C(=O)/C=C/C2=CC=CC=C2.C=1C=CC(=CC1)/C=C/C(=O)/C=C/C2=CC=CC=C2.[Pd].[Pd] (tris(dibenzylideneacetone)dipalladium(0)). Run at temperature 100 celsius. Product: C(C)(C)N1CCN(CC1)C=1C=C(C=CC1)C1=NC2=CC(=CC(=C2C(N1)=O)OC)OC (2-(3-(4-isopropylpiperazin-1-yl)phenyl)-5,7-dimethoxyquinazolin-4(3H)-one). The yield is 14.2%. As a reaction SMILES: Br[C:2]1[CH:3]=[C:4]([C:8]2[NH:17][C:16](=[O:18])[C:15]3[C:10](=[CH:11][C:12]([O:21][CH3:22])=[CH:13][C:14]=3[O:19][CH3:20])[N:9]=2)[CH:5]=[CH:6][CH:7]=1.[CH:23]([N:26]1[CH2:31][CH2:30][NH:29][CH2:28][CH2:27]1)([CH3:25])[CH3:24].CC(C)([O-])C.[K+].C1(P(C2C=CC=CC=2)C2C=CC3C(=CC=CC=3)C=2C2C3C(=CC=CC=3)C=CC=2P(C2C=CC=CC=2)C2C=CC=CC=2)C=CC=CC=1>C1C=CC(/C=C/C(/C=C/C2C=CC=CC=2)=O)=CC=1.C1C=CC(/C=C/C(/C=C/C2C=CC=CC=2)=O)=CC=1.C1C=CC(/C=C/C(/C=C/C2C=CC=CC=2)=O)=CC=1.[Pd].[Pd]>[CH:23]([N:26]1[CH2:31][CH2:30][N:29]([C:2]2[CH:3]=[C:4]([C:8]3[NH:17][C:16](=[O:18])[C:15]4[C:10](=[CH:11][C:12]([O:21][CH3:22])=[CH:13][C:14]=4[O:19][CH3:20])[N:9]=3)[CH:5]=[CH:6][CH:7]=2)[CH2:28][CH2:27]1)([CH3:25])[CH3:24] |f:2.3,5.6.7.8.9|. Procedure details: A mixture of 2-(3-bromo-phenyl)-5,7-dimethoxy-3H-quinazolin-4-one (0.5 g, 1.38 mmol), 1-isopropyl-piperazine (0.24 mL, 1.66 mmol), potassium t-butoxide (0.32 g, 3.31 mmol), 2,2′-bis(diphenylphosphino)-1,1′-binaphthyl (60.1 mg, 0.096 mmol) and tris(dibenzylideneacetone)dipalladium(0) (31.6 mg, 0.034 mmol) in nitrogen saturated toluene (10 mL) was heated at 100° C. for 48 h. After that time the reaction was cooled to rt and concentrated under reduced pressure. The product was purified by flash col... Reactants: ClC=1C(=C2C=C(C(OC2=CC1)C(F)(F)F)C(=O)OCC)F (ethyl 6-chloro-5-fluoro-2-(trifluoromethyl)-2H-chromene-3-carboxylate), [N-]=[N+]=[N-].[Na+] (sodium azide), O (water), C(C)(=O)OCC (ethyl acetate). The solvent is CS(=O)C (DMSO). Run at temperature 85 celsius. The product is ClC=1C(=C2C=C(C(OC2=CC1)C(F)(F)F)C(=O)OCC)N=[N+]=[N-] (ethyl 6-chloro-5-azido-2-(trifluoromethyl)-2H-chromene-3-carboxylate). Isolated yield 74.2%. As a reaction SMILES: [Cl:1][C:2]1[C:3](F)=[C:4]2[C:9](=[CH:10][CH:11]=1)[O:8][CH:7]([C:12]([F:15])([F:14])[F:13])[C:6]([C:16]([O:18][CH2:19][CH3:20])=[O:17])=[CH:5]2.[N-:22]=[N+:23]=[N-:24].[Na+].O.C(OCC)(=O)C>CS(C)=O>[Cl:1][C:2]1[C:3]([N:22]=[N+:23]=[N-:24])=[C:4]2[C:9](=[CH:10][CH:11]=1)[O:8][CH:7]([C:12]([F:15])([F:14])[F:13])[C:6]([C:16]([O:18][CH2:19][CH3:20])=[O:17])=[CH:5]2 |f:1.2|. Procedure: To the solution of ethyl 6-chloro-5-fluoro-2-(trifluoromethyl)-2H-chromene-3-carboxylate (1.0 g, 3.1 mmol) in 20 mL of DMSO was added a solution of sodium azide (1.0 g, 5 mmol) in minimum amount of water. The reaction was then heated to 85° C. for 15 hrs. After cooling to room temperature, to the reaction was added 200 mL of ethyl acetate. The resulting suspension was then washed with brine, and dried over anhydrous magnesium sulfate. After removing the solvents, the residue was purified on sili... Reactants: ClC=1C=C(CN2C(=CC=3C(CCCC23)=O)C(=O)O)C=CC1Cl (1-(3,4-Dichlorobenzyl)-4-oxo-4,5,6,7-tetrahydroindole-2-carboxylic acid), C(C1=CC=CC=C1)Br (benzyl bromide), C([O-])([O-])=O.[K+].[K+] (potassium carbonate). Solvent: CN(C)C=O (DMF). The product is ClC=1C=C(CN2C(=CC=3C(CCCC23)=O)C(=O)OCC2=CC=CC=C2)C=CC1Cl (Benzyl 1-(3,4-dichlorobenzyl)-4-oxo-4,5,6,7-tetrahydroindole-2-carboxylate). Yield: 97.5%. RXN SMILES: [Cl:1][C:2]1[CH:3]=[C:4]([CH:19]=[CH:20][C:21]=1[Cl:22])[CH2:5][N:6]1[C:14]2[CH2:13][CH2:12][CH2:11][C:10](=[O:15])[C:9]=2[CH:8]=[C:7]1[C:16]([OH:18])=[O:17].[CH2:23](Br)[C:24]1[CH:29]=[CH:28][CH:27]=[CH:26][CH:25]=1.C(=O)([O-])[O-].[K+].[K+]>CN(C=O)C>[Cl:1][C:2]1[CH:3]=[C:4]([CH:19]=[CH:20][C:21]=1[Cl:22])[CH2:5][N:6]1[C:14]2[CH2:13][CH2:12][CH2:11][C:10](=[O:15])[C:9]=2[CH:8]=[C:7]1[C:16]([O:18][CH2:23][C:24]1[CH:29]=[CH:28][CH:27]=[CH:26][CH:25]=1)=[O:17] |f:2.3.4|. Procedure: 1-(3,4-Dichlorobenzyl)-4-oxo-4,5,6,7-tetrahydroindole-2-carboxylic acid (1.32 g) and benzyl bromide (0.68 g) was stirred in DMF (10 mL) over potassium carbonate (0.48 g) for 18 hours. The DMF was removed in vacuo and the residue was dissolved in ethyl acetate (50 mL). The organic solution was washed with 2M HCl and dried over MgSO4. The solvents were removed in vacuo to afford the title compound as a pale solid (1.63 g, 97%), NMR d(CDCl3) 2.20 (2H, di), 2.50 (2H, t), 2.70 (2H, t), 5.21 (2H, m), ... The reactants are C(C)(C)(C)OC(=O)N[C@@](CC1=CC=CC=C1)(C)C1=NN=C(O1)C=1C=C(C(=O)OCC)C=C(C1)C1(CCCC1)C#N (ethyl 3-(5-((R)-2-tert-butoxycarbonylamino-1-phenylpropan-2-yl)-1,3,4-oxadiazol-2-yl)-5-(1-cyanocyclopentyl)benzoate), O[Li].O (LiOH.H2O). Run in C1CCOC1 (THF), O (H2O). Product: C(C)(C)(C)OC(=O)N[C@@](CC1=CC=CC=C1)(C)C1=NN=C(O1)C=1C=C(C(=O)O)C=C(C1)C1(CCCC1)C#N (3-(5-((R)-2-tert-butoxycarbonylamino-1-phenylpropan-2-yl)-1,3,4-oxadiazol-2-yl)-5-(1-cyanocyclopentyl)benzoic acid). As a reaction SMILES: [C:1]([O:5][C:6]([NH:8][C@:9]([C:18]1[O:22][C:21]([C:23]2[CH:24]=[C:25]([CH:31]=[C:32]([C:34]3([C:39]#[N:40])[CH2:38][CH2:37][CH2:36][CH2:35]3)[CH:33]=2)[C:26]([O:28]CC)=[O:27])=[N:20][N:19]=1)([CH3:17])[CH2:10][C:11]1[CH:16]=[CH:15][CH:14]=[CH:13][CH:12]=1)=[O:7])([CH3:4])([CH3:3])[CH3:2].O[Li].O>C1COCC1.O>[C:1]([O:5][C:6]([NH:8][C@:9]([C:18]1[O:22][C:21]([C:23]2[CH:24]=[C:25]([CH:31]=[C:32]([C:34]3([C:39]#[N:40])[CH2:38][CH2:37][CH2:36][CH2:35]3)[CH:33]=2)[C:26]([OH:28])=[O:27])=[N:20][N:19]=1)([CH3:17])[CH2:10][C:11]1[CH:16]=[CH:15][CH:14]=[CH:13][CH:12]=1)=[O:7])([CH3:2])([CH3:3])[CH3:4] |f:1.2|. Procedure: A solution of ethyl 3-(5-((R)-2-tert-butoxycarbonylamino-1-phenylpropan-2-yl)-1,3,4-oxadiazol-2-yl)-5-(1-cyanocyclopentyl)benzoate (0.17 g, 0.31 mmol) and LiOH.H2O (65 mg, 1.55 mmol) in 8.1 mL THF and 3.1 mL H2O was stirred at rt overnight. The reaction was concentrated, diluted with H2O, made acidic with 10% citric acid solution and extracted with EtOAc. The combined organic layers were washed with brine. Drying and solvent evaporation gave 3-(5-((R)-2-tert-butoxycarbonylamino-1-phenylpropan-2-...